This data is from the Open Reaction Database (ORD), a public repository of structured organic reaction records. The task is: describe an organic reaction: reactants, conditions, products, and yield Reactants: C(C1=CC=CC=C1)OC1=CC=CN2C(=C(C(=C12)C(C(=O)N)=O)CC)CC1CCCCC1 (2-(8-Benzyloxy-3-cyclohexylmethyl-2-ethylindolizin-1-yl)glyoxylamide), CCCCCC.CCOC(=O)C (Hexane EtOAc). Product: C(=O)(OC)COC1=CC=CN2C(=C(C(=C12)C(C(=O)N)=O)CC)CC1CCCCC1 (2-(8-(Carbomethoxymethyloxy)-3-cyclohexylmethyl-2-ethylindolizin-1-yl)glyoxylamide). Yield: 19.0%. As a reaction SMILES: C([O:8][C:9]1[C:17]2[N:13]([C:14]([CH2:25][CH:26]3[CH2:31][CH2:30][CH2:29][CH2:28][CH2:27]3)=[C:15]([CH2:23][CH3:24])[C:16]=2[C:18](=[O:22])[C:19]([NH2:21])=[O:20])[CH:12]=[CH:11][CH:10]=1)C1C=CC=CC=1.CCCCCC.C[CH2:39][O:40][C:41]([CH3:43])=[O:42]>>[C:41]([CH2:43][O:8][C:9]1[C:17]2[N:13]([C:14]([CH2:25][CH:26]3[CH2:31][CH2:30][CH2:29][CH2:28][CH2:27]3)=[C:15]([CH2:23][CH3:24])[C:16]=2[C:18](=[O:22])[C:19]([NH2:21])=[O:20])[CH:12]=[CH:11][CH:10]=1)([O:40][CH3:39])=[O:42] |f:1.2|. Procedure: Mp, 149-150 C, (Hexane-EtOAc). 19% Yield from 49b. The reactants are C[Si](OC1=CC=C(C=C1)CC(=O)OC)(C)C (methyl 2-(4'-trimethylsilyloxyphenyl)ethanoate), CI (methyliodide). Run in C(OC)COC (dimethoxyethane), C(OC)COC (dimethoxyethane). Reaction conditions: temperature -70 celsius, time 8 hour. The product is OC1=CC=C(C=C1)C(C(=O)OC)C (Methyl 2-(4'-hydroxyphenyl)propanoate). Isolated yield 88.0%. RXN SMILES: C[Si](C)(C)[O:3][C:4]1[CH:9]=[CH:8][C:7]([CH2:10][C:11]([O:13][CH3:14])=[O:12])=[CH:6][CH:5]=1.[CH3:17]I>C(COC)OC>[OH:3][C:4]1[CH:9]=[CH:8][C:7]([CH:10]([CH3:17])[C:11]([O:13][CH3:14])=[O:12])=[CH:6][CH:5]=1. Procedure details: A solution of methyl 2-(4'-trimethylsilyloxyphenyl)ethanoate (34.3 mmole) in dimethoxyethane (10 ml) was added dropwise to the reaction, the temperature rising to -30° C. before cooling to -70° C. This cold reaction mix was added dropwise to a solution of methyliodide (0.16 mole) in dimethoxyethane (20 ml) cooled to -70° C. The mixture was stirred at room temperature overnight before removing the solvent by evaporation. The residue was stirred with dilute HCl and extracted with dichloromethane, ... As a reaction SMILES: [CH2:1]([c:2]1[cH:3][cH:4][cH:5][cH:6][cH:7]1)[O:8][C:9](=[O:10])[N:11]1[CH:12]([CH2:42][C:43](=[O:44])[OH:45])[CH2:13][CH:14]([c:34]2[cH:35][cH:36][c:37]([O:40][CH3:41])[cH:38][cH:39]2)[CH:15]([O:17][CH2:18][c:19]2[cH:20][cH:21][c:22]3[c:23]([cH:33]2)[N:24]([CH2:28][CH2:29][CH2:30][O:31][CH3:32])[CH2:25][CH2:26][O:27]3)[CH2:16]1.[CH2:46]([c:47]1[cH:48][cH:49][cH:50][cH:51][cH:52]1)[NH:53][CH3:54]>>[CH2:1]([c:2]1[cH:3][cH:4][cH:5][cH:6][cH:7]1)[O:8][C:9](=[O:10])[N:11]1[CH:12]([CH2:42][C:43](=[O:44])[N:53]([CH2:46][c:47]2[cH:48][cH:49][cH:50][cH:51][cH:52]2)[CH3:54])[CH2:13][CH:14]([c:34]2[cH:35][cH:36][c:37]([O:40][CH3:41])[cH:38][cH:39]2)[CH:15]([O:17][CH2:18][c:19]2[cH:20][cH:21][c:22]3[c:23]([cH:33]2)[N:24]([CH2:28][CH2:29][CH2:30][O:31][CH3:32])[CH2:25][CH2:26][O:27]3)[CH2:16]1. Reactants: COCCCN1CCOc2ccc(COC3CN(C(=O)OCc4ccccc4)C(CC(=O)O)CC3c3ccc(OC)cc3)cc21, CNCc1ccccc1. Yields the product COCCCN1CCOc2ccc(COC3CN(C(=O)OCc4ccccc4)C(CC(=O)N(C)Cc4ccccc4)CC3c3ccc(OC)cc3)cc21. Reactants: FC=1C=C(C=CC1)C=CC(C(=O)O)C(C)C (4-(3-fluorophenyl)-2-isopropyl-3-butenoic acid), FC=1C=C(C=CC1)CC=O (3-Fluorophenylacetaldehyde), [OH-].[K+].CO.O (KOH MeOH H2O), C(#N)C(C1=CC(=CC=C1)OC1=CC=CC=C1)O (α-cyano-m-phenoxybenzyl alcohol), FC=1C=C(C=CC1)C=CC(C(=O)OCC)C(C)C (ethyl 4-(3-fluorophenyl)-2-isopropyl-3-butenoate), ester, acid chloride. RXN SMILES: FC1C=C(CC=O)C=CC=1.FC1C=C(C=CC(C(C)C)C(OCC)=O)C=CC=1.[OH-].[K+].CO.O.[F:34][C:35]1[CH:36]=[C:37]([CH:41]=[CH:42][CH:43]([CH:47]([CH3:49])[CH3:48])[C:44]([OH:46])=[O:45])[CH:38]=[CH:39][CH:40]=1.[C:50]([CH:52](O)[C:53]1[CH:58]=[CH:57][CH:56]=[C:55]([O:59][C:60]2[CH:65]=[CH:64][CH:63]=[CH:62][CH:61]=2)[CH:54]=1)#[N:51]>>[F:34][C:35]1[CH:36]=[C:37]([CH:41]=[CH:42][CH:43]([CH:47]([CH3:49])[CH3:48])[C:44]([O:46][CH:52]([C:50]#[N:51])[C:53]2[CH:58]=[CH:57][CH:56]=[C:55]([O:59][C:60]3[CH:61]=[CH:62][CH:63]=[CH:64][CH:65]=3)[CH:54]=2)=[O:45])[CH:38]=[CH:39][CH:40]=1 |f:2.3.4.5|. The product is FC=1C=C(C=CC1)C=CC(C(=O)OC(C1=CC(=CC=C1)OC1=CC=CC=C1)C#N)C(C)C (α-cyano-m-phenoxybenzyl 4-(3-fluorophenyl)-2-isopropyl-3-butenoate). Procedure: 3-Fluorophenylacetaldehyde is converted into ethyl 4-(3-fluorophenyl)-2-isopropyl-3-butenoate using the reaction of Example 9. The ester is hydrolyzed using KOH/MeOH/H2O to 4-(3-fluorophenyl)-2-isopropyl-3-butenoic acid, which is converted to the acid chloride and reacted with α-cyano-m-phenoxybenzyl alcohol to yield α-cyano-m-phenoxybenzyl 4-(3-fluorophenyl)-2-isopropyl-3-butenoate, MS m/e 429 (M+). Reactants: C1C(NCC=2C=CC=C3C4=C(N1C23)CCC4)=O (3,4,9,10-tetrahydro-8H-cyclopenta[b][1,4]diazepino[6,7,1-hi]indol-2(1H)-one), [O-]S(=O)(=O)[O-].[Na+].[Na+] (Na2SO4). The solvent is CCOCC (Et2O), CCOCC (Et2O), [H-].[H-].[H-].[H-].[Li+].[Al+3] (LAH), CCOCC (Et2O). Conditions: time 16 hour. Yields the product C1=CNCC=2C=CC=C3C4=C(N1C23)CCC4 (3,4,9,10-Tetrahydro-8H-Cyclopenta[b][1,4]Diazepino[6,7,1-hi]Indole). Isolated yield 69.8%. As a reaction SMILES: [CH2:1]1[N:12]2[C:13]3[C:9]([C:10]4[CH2:16][CH2:15][CH2:14][C:11]=42)=[CH:8][CH:7]=[CH:6][C:5]=3[CH2:4][NH:3][C:2]1=O.[O-]S([O-])(=O)=O.[Na+].[Na+]>CCOCC.[H-].[H-].[H-].[H-].[Li+].[Al+3]>[CH:1]1[N:12]2[C:13]3[C:9]([C:10]4[CH2:16][CH2:15][CH2:14][C:11]=42)=[CH:8][CH:7]=[CH:6][C:5]=3[CH2:4][NH:3][CH:2]=1 |f:1.2.3,5.6.7.8.9.10|. Reported procedure: To a suspension of 3,4,9,10-tetrahydro-8H-cyclopenta[b][1,4]diazepino[6,7,1-hi]indol-2(1H)-one (67 mg, 0.30 mmol) in Et2O (7 mL), LAH power (28 mg, 0.74 mmol) was added slowly at rt under Ar. After 16 h, additional Et2O (5 mL) was added followed by dropwise addition of a sat'd Na2SO4 solution (0.1 mL). H2 gas evolved upon addition. Additional Et2O (8 mL) was added, dried over Na2SO4, filtered and concentrated in vacuo to give 44 mg (70%) of the title compound as a yellow syrup. Starting materials: C(CCCCCC)N (n-heptylamine), BrCC(=O)Br (bromoacetyl bromide). The solvent is C1CCOC1 (THF), C1CCOC1 (THF). Product: BrCC(=O)NCCCCCCC (2-bromo-N-heptylacetamide). Yield: 99.9%. RXN SMILES: [CH2:1]([NH2:8])[CH2:2][CH2:3][CH2:4][CH2:5][CH2:6][CH3:7].[Br:9][CH2:10][C:11](Br)=[O:12]>C1COCC1>[Br:9][CH2:10][C:11]([NH:8][CH2:1][CH2:2][CH2:3][CH2:4][CH2:5][CH2:6][CH3:7])=[O:12]. Procedure details: To a solution of n-heptylamine (2.30 g, 20 mmol) in THF (20 ml) was dropped a solution of bromoacetyl bromide (2.02 g, 10 mmol) in THF (10 ml) with ice-cooling and stirring and the mixture was stirred at 0° C. for 1 hour. The reaction solution was concentrated in vacuo, water was added to the residue and the mixture was extracted with ether. The organic layer was washed with water and a saturated sodium chloride solution successively and dried over anhydrous sodium sulfate and the solvent was ev... Procedure details: The named compound was made in a manner analogous to that of Example 8(d) using (2-(4-bromophenyl)-4-chloroquinoline and isonipecotamide as starting materials. It was obtained as white needles, mp 247°-249° dec on recrystallization from ethanol. Reactants: BrC1=CC=C(C=C1)C1=NC2=CC=CC=C2C(=C1)Cl (2-(4-bromophenyl)-4-chloroquinoline), N1CCC(C(=O)N)CC1 (isonipecotamide). The solvent is C(C)O (ethanol). The product is BrC1=CC=C(C=C1)C1=NC2=CC=CC=C2C(=C1)N1CCC(CC1)C(=O)N (1-[2-(4-Bromophenyl)-4-quinolinyl]-4-piperidinecarboxamide). RXN SMILES: [Br:1][C:2]1[CH:7]=[CH:6][C:5]([C:8]2[CH:17]=[C:16](Cl)[C:15]3[C:10](=[CH:11][CH:12]=[CH:13][CH:14]=3)[N:9]=2)=[CH:4][CH:3]=1.[NH:19]1[CH2:27][CH2:26][CH:22]([C:23]([NH2:25])=[O:24])[CH2:21][CH2:20]1>C(O)C>[Br:1][C:2]1[CH:7]=[CH:6][C:5]([C:8]2[CH:17]=[C:16]([N:19]3[CH2:27][CH2:26][CH:22]([C:23]([NH2:25])=[O:24])[CH2:21][CH2:20]3)[C:15]3[C:10](=[CH:11][CH:12]=[CH:13][CH:14]=3)[N:9]=2)=[CH:4][CH:3]=1. The solvent is C(C)(=O)O (acetic acid). The product is BrC(C(=O)C1=CC=C(C=C1)Cl)C (2-bromo-4′-chloropropiophenone). Reaction conditions: temperature 0 celsius, time 1 hour. Reaction SMILES: [Cl:1][C:2]1[CH:7]=[CH:6][C:5]([C:8](=[O:11])[CH2:9][CH3:10])=[CH:4][CH:3]=1.[BrH:12].BrBr>C(O)(=O)C>[Br:12][CH:9]([CH3:10])[C:8]([C:5]1[CH:4]=[CH:3][C:2]([Cl:1])=[CH:7][CH:6]=1)=[O:11]. Procedure details: A mixture of 10.12 g of 4′-chloropropiophenone, 0.1 ml of hydrobromic acid (48% aqueous solution) and 60 ml of acetic acid was cooled to 0° C. under a nitrogen atmosphere. Into the mixture, 3.1 ml of bromine was added dropwise, then, the mixture was allowed to warm to room temperature and stirred for 1 hour. The reaction mixture was concentrated under reduced pressure, to obtain 14.34 g of 2-bromo-4′-chloropropiophenone. Reactants: ClC1=CC=C(C=C1)C(CC)=O (4′-chloropropiophenone), Br (hydrobromic acid), BrBr (bromine). The reactants are CC(C=O)N1C(=O)c2ccccc2C1=O, C=CN1C(=O)c2ccccc2C1=O. Product: O=CCCN1C(=O)c2ccccc2C1=O. As a reaction SMILES: [C:14]1(=[O:15])[N:16]([CH:17]([CH3:18])[CH:20]=[O:21])[C:19](=[O:22])[c:23]2[cH:24][cH:25][cH:26][cH:27][c:28]21.[CH:1](=[CH2:2])[N:3]1[C:4](=[O:13])[c:5]2[c:6]([cH:9][cH:10][cH:11][cH:12]2)[C:7]1=[O:8]>>[CH2:1]([CH2:2][CH:20]=[O:21])[N:3]1[C:4](=[O:13])[c:5]2[c:6]([cH:9][cH:10][cH:11][cH:12]2)[C:7]1=[O:8]. The reactants are Diurethane di(meth)acrylate, CC(CN=C=O)(CC(CCN=C=O)C)C (2,2,4-trimethylhexamethylene diisocyanate), OCCOC(C(=C)C)=O (2-hydroxyethyl(methacrylate)). Yields the product C(C(=C)C)(=O)OCCOCCOCCOCC (Triethyleneglycol monoethylether monomethacrylate). Reaction SMILES: C[C:2]([CH3:15])(CC(C)CCN=C=O)CN=C=O.[OH:16][CH2:17][CH2:18][O:19][C:20](=[O:24])[C:21]([CH3:23])=[CH2:22]>>[C:20]([O:19][CH2:18][CH2:17][O:16][CH2:21][CH2:20][O:19][CH2:18][CH2:17][O:16][CH2:2][CH3:15])(=[O:24])[C:21]([CH3:23])=[CH2:22]. Procedure: Diurethane di(meth)acrylate from 2,2,4-trimethylhexamethylene diisocyanate and 2-hydroxyethyl(methacrylate)